Dataset: the Open Reaction Database (ORD), a public repository of structured organic reaction records. Task: describe an organic reaction: reactants, conditions, products, and yield Reactants: O=C([O-])O, CC1(c2cccc(NS(C)(=O)=O)c2)C2CN(C(=O)CCc3cccs3)CC21, CCOC(C)=O, [Na+], O. Yields the product CC1(c2cccc(NS(C)(=O)=O)c2)C2CN(CCCc3cccs3)CC21. As a reaction SMILES: [C:29](=[O:30])([O-:31])[OH:32].[CH3:1][C:2]1([c:17]2[cH:18][c:19]([NH:23][S:24](=[O:25])(=[O:26])[CH3:27])[cH:20][cH:21][cH:22]2)[CH:3]2[CH2:4][N:5]([C:8]([CH2:9][CH2:10][c:11]3[s:12][cH:13][cH:14][cH:15]3)=[O:16])[CH2:6][CH:7]12.[CH3:34][CH2:35][O:36][C:37](=[O:38])[CH3:39].[Na+:33].[OH2:28]>>[CH3:1][C:2]1([c:17]2[cH:18][c:19]([NH:23][S:24](=[O:25])(=[O:26])[CH3:27])[cH:20][cH:21][cH:22]2)[CH:3]2[CH2:4][N:5]([CH2:8][CH2:9][CH2:10][c:11]3[s:12][cH:13][cH:14][cH:15]3)[CH2:6][CH:7]12. The reactants are O=C(O)C=CC=Cc1cn(Cc2ccccc2)c2ccccc12, ClCCl, CN(C)C=O, O=C(Cl)C(=O)Cl, CCOC(=O)c1ccc(N)cc1, c1ccncc1. Product: CCOC(=O)c1ccc(NC(=O)C=CC=Cc2cn(Cc3ccccc3)c3ccccc23)cc1. RXN SMILES: [CH2:1]([c:2]1[cH:3][cH:4][cH:5][cH:6][cH:7]1)[n:8]1[cH:9][c:10]([CH:17]=[CH:18][CH:19]=[CH:20][C:21](=[O:22])[OH:23])[c:11]2[cH:12][cH:13][cH:14][cH:15][c:16]12.[CH2:47]([Cl:48])[Cl:49].[CH3:30][N:31]([CH3:32])[CH:33]=[O:34].[Cl:24][C:25]([C:26]([Cl:27])=[O:28])=[O:29].[NH2:35][c:36]1[cH:37][cH:38][c:39]([C:40](=[O:41])[O:42][CH2:43][CH3:44])[cH:45][cH:46]1.[cH:50]1[cH:51][cH:52][n:53][cH:54][cH:55]1>>[CH2:1]([c:2]1[cH:3][cH:4][cH:5][cH:6][cH:7]1)[n:8]1[cH:9][c:10]([CH:17]=[CH:18][CH:19]=[CH:20][C:21](=[O:22])[NH:35][c:36]2[cH:37][cH:38][c:39]([C:40](=[O:41])[O:42][CH2:43][CH3:44])[cH:45][cH:46]2)[c:11]2[cH:12][cH:13][cH:14][cH:15][c:16]12. The reactants are BrC=1C=CC2=C(C(=NCC(=N2)NN)C2=NC=CC=C2)C1 (7-bromo-5-(2-pyridyl)-3H-1,4-benzodiazepin-2-yl hydrazine), ice water, ClCC(=O)Cl (chloroacetyl chloride), C(C)(=O)[O-].[Na+] (sodium acetate). The solvent is C(C)(=O)O (acetic acid), C(C)(=O)O (acetic acid). Run at time 1.5 hour. Product: BrC=1C=CC2=C(C(=NCC=3N2C(=NN3)CCl)C3=NC=CC=C3)C1 (8-bromo-1-(chloromethyl)-6-(2-pyridyl)-4H-s-triazolo-[4,3-a][1,4]benzodiazepine). As a reaction SMILES: [Br:1][C:2]1[CH:3]=[CH:4][C:5]2[N:11]=[C:10]([NH:12][NH2:13])[CH2:9][N:8]=[C:7]([C:14]3[CH:19]=[CH:18][CH:17]=[CH:16][N:15]=3)[C:6]=2[CH:20]=1.[Cl:21][CH2:22][C:23](Cl)=O.C([O-])(=O)C.[Na+]>C(O)(=O)C>[Br:1][C:2]1[CH:3]=[CH:4][C:5]2[N:11]3[C:23]([CH2:22][Cl:21])=[N:13][N:12]=[C:10]3[CH2:9][N:8]=[C:7]([C:14]3[CH:19]=[CH:18][CH:17]=[CH:16][N:15]=3)[C:6]=2[CH:20]=1 |f:2.3|. Reported procedure: 15 g. of 7-bromo-5-(2-pyridyl)-3H-1,4-benzodiazepin-2-yl hydrazine (obtained as in Preparation 2) is slowly added to 150 ml. of acetic acid with external cooling. A solution of 6 g. of chloroacetyl chloride in 75 ml. of acetic acid is then added during about ten minutes, the solution is stirred at room temperature for about 1.5 hours and 4 g. of sodium acetate added with additional stirring for about 30 minutes, the mixture then being refluxed for about 3.25 hours. This mixture is cooled, poured... The reactants are NC1=C(C=CC=2NC(=NS(C21)(=O)=O)CC(=O)OCC)O (ethyl (8-amino-7-hydroxy-1,1-dioxido-4H-1,2,4-benzothiadiazin-3-yl)acetate), CC(C([O-])([O-])[O-])(C)C (trimethylorthoacetate), O.C1(=CC=C(C=C1)S(=O)(=O)O)C (p-toluenesulfonic acid monohydrate). Run in CN(C=O)C (N,N-dimethylformamide). The product is CC=1OC2=C(C3=C(NC(=NS3(=O)=O)CC(=O)OCC)C=C2)N1 (ethyl (8-methyl-1,1-dioxido-4H-[1,3]oxazolo[5,4-h][1,2,4]benzothiadiazin-3-yl)acetate). The yield is 79.0%. Reaction SMILES: [NH2:1][C:2]1[C:11]2[S:10](=[O:13])(=[O:12])[N:9]=[C:8]([CH2:14][C:15]([O:17][CH2:18][CH3:19])=[O:16])[NH:7][C:6]=2[CH:5]=[CH:4][C:3]=1[OH:20].[CH3:21][C:22](C)(C)C([O-])([O-])[O-].O.C1(C)C=CC(S(O)(=O)=O)=CC=1>CN(C)C=O>[CH3:21][C:22]1[O:20][C:3]2[CH:4]=[CH:5][C:6]3[NH:7][C:8]([CH2:14][C:15]([O:17][CH2:18][CH3:19])=[O:16])=[N:9][S:10](=[O:13])(=[O:12])[C:11]=3[C:2]=2[N:1]=1 |f:2.3|. Procedure: A solution of the product of Example 352E (56.3 mg, 0.188 mmol) in anhydrous N,N-dimethylformamide (2 mL) was treated with trimethylorthoacetate (0.098 mL, 0.752 mmol) and p-toluenesulfonic acid monohydrate (1Mg) at room temperature for 3 hours under a nitrogen atmosphere. The solvent was removed under reduced pressure and the residue purified by column chromatography on silica gel eluting with 4% methanol/dichloromethane to give the title compound as a white crystalline solid (48 mg, 79%). MS (...